This data is from the Open Reaction Database (ORD), a public repository of structured organic reaction records. The task is: describe an organic reaction: reactants, conditions, products, and yield Reactants: COB(OC)OC, COc1ccc(C(O)(c2ccc(OC)cc2)C(N)C2CCCCC2)cc1, C1CCOC1. Product: COB1NC(C2CCCCC2)C(c2ccc(OC)cc2)(c2ccc(OC)cc2)O1. As a reaction SMILES: [CH3:27][O:28][B:29]([O:30][CH3:31])[O:32][CH3:33].[NH2:1][CH:2]([C:3]([OH:4])([c:5]1[cH:6][cH:7][c:8]([O:11][CH3:12])[cH:9][cH:10]1)[c:13]1[cH:14][cH:15][c:16]([O:19][CH3:20])[cH:17][cH:18]1)[CH:21]1[CH2:22][CH2:23][CH2:24][CH2:25][CH2:26]1.[O:34]1[CH2:35][CH2:36][CH2:37][CH2:38]1>>[NH:1]1[CH:2]([CH:21]2[CH2:22][CH2:23][CH2:24][CH2:25][CH2:26]2)[C:3]([c:5]2[cH:6][cH:7][c:8]([O:11][CH3:12])[cH:9][cH:10]2)([c:13]2[cH:14][cH:15][c:16]([O:19][CH3:20])[cH:17][cH:18]2)[O:4][B:29]1[O:28][CH3:27]. Yield: 75.1%. Procedure details: 10 g (40 mmol) of 1-chloro-8-tolyloctane, 21.2 g (120 mmol) of 4-hydroxy-4-phenylpiperidine, 5.52 g (40 mmol) of potassium carbonate and 3.3 g (20 mmol) of potassium iodide are heated with 30 ml of xylene at 160° C. for 8 h. The solvent is removed by distillation under reduced pressure. The residue is taken up in dichloromethane/dilute sodium hydroxide solution, and the organic extract is worked up in a conventional manner. The low-boiling compounds are removed by distillation under reduced pres... Solvent: C=1(C(=CC=CC1)C)C (xylene). Reactants: ClCCCCCCCCC1=C(C=CC=C1)C (1-chloro-8-tolyloctane), OC1(CCNCC1)C1=CC=CC=C1 (4-hydroxy-4-phenylpiperidine), C([O-])([O-])=O.[K+].[K+] (potassium carbonate), [I-].[K+] (potassium iodide). The product is C1(=CC=C(C=C1)CCCCCCCCN1CCC(CC1)(C1=CC=CC=C1)O)C (N-[8-(4-Tolyl)octyl]-4-hydroxy-4-phenylpiperidine). As a reaction SMILES: Cl[CH2:2][CH2:3][CH2:4][CH2:5][CH2:6][CH2:7][CH2:8][CH2:9][C:10]1[CH:15]=[CH:14][CH:13]=[CH:12][C:11]=1C.[OH:17][C:18]1([C:24]2[CH:29]=[CH:28][CH:27]=[CH:26][CH:25]=2)[CH2:23][CH2:22][NH:21][CH2:20][CH2:19]1.[C:30](=O)([O-])[O-].[K+].[K+].[I-].[K+]>C1(C)C(C)=CC=CC=1>[C:13]1([CH3:30])[CH:12]=[CH:11][C:10]([CH2:9][CH2:8][CH2:7][CH2:6][CH2:5][CH2:4][CH2:3][CH2:2][N:21]2[CH2:22][CH2:23][C:18]([OH:17])([C:24]3[CH:29]=[CH:28][CH:27]=[CH:26][CH:25]=3)[CH2:19][CH2:20]2)=[CH:15][CH:14]=1 |f:2.3.4,5.6|. Reactants: [Cl-].C(=O)(O)CCC[P+](C1=CC=CC=C1)(C1=CC=CC=C1)C1=CC=CC=C1 ((3-carboxypropyl)triphenylphosphonium chloride), Cl (hydrochloric acid), [H-].[Na+] (sodium hydride), N1=C(C=CC=C1)C=O (2-pyridinecarbaldehyde). The solvent is CS(=O)C (dimethyl sulfoxide), O (Water). Reaction conditions: temperature 80 celsius, time 30 minute. Yields the product N1=C(C=CC=C1)/C=C/CCC(=O)O ((4E)-5-(2-pyridyl)-4-pentenoic acid). Yield: 24.4%. As a reaction SMILES: [H-].[Na+].[Cl-].[C:4]([CH2:7][CH2:8][CH2:9][P+](C1C=CC=CC=1)(C1C=CC=CC=1)C1C=CC=CC=1)([OH:6])=[O:5].[N:29]1[CH:34]=[CH:33][CH:32]=[CH:31][C:30]=1[CH:35]=O.Cl>CS(C)=O.O>[N:29]1[CH:34]=[CH:33][CH:32]=[CH:31][C:30]=1/[CH:35]=[CH:9]/[CH2:8][CH2:7][C:4]([OH:6])=[O:5] |f:0.1,2.3|. Procedure details: A stirred suspension of sodium hydride (3.04 g; 60% in mineral oil) in dimethyl sulfoxide (100 ml) was heated at 80° C. for 40 minutes. Then the solution was cooled. To the solution was added (3-carboxypropyl)triphenylphosphonium chloride (15.9 g) portionwise at ambient temperature. After 30 minutes, 2-pyridinecarbaldehyde (3.96 g) was added at ambient temperature and then the mixture was stirred for 2 hours. Water was added to the mixture and acidified to pH 5 with 1N hydrochloric acid. The mix... Reactants: sodium 2-oxo-4-phenyl butanoate, 250U, C=1N=C(C2=C(N1)N(C=N2)[C@H]3[C@@H]([C@@H]([C@H](O3)COP(=O)(O)OP(=O)(O)OC[C@@H]4[C@H]([C@H]([C@@H](O4)N5C=CCC(=C5)C(=O)N)O)O)O)O)N (NADH), SC[C@@H](O)[C@H](O)CS (dithiothreitol), 5U, Cl (HCl), R-lactate, C(=O)[O-] (formate), C(=O)[O-].[Na+] (sodium formate), Cl (HCl), aqueous solution. Solvent: C(C)(=O)OCC (ethyl acetate), C(C(CO)(CO)N)O (Tris), [Cl-].[Na+].O (brine). Product: O[C@@H](C(=O)O)CCC1=CC=CC=C1 ((R)-2-hydroxy-4-phenyl butanoic acid). Yield: 92.0%. As a reaction SMILES: [CH:1]([O-:3])=[O:2].[Na+].Cl.C1N=C(N)C2N=CN([C@@H]3O[C@H](COP(OP(OC[C@H]4O[C@@H](N5C=[C:40]([C:42](N)=[O:43])[CH2:39][CH:38]=[CH:37]5)[C@H](O)[C@@H]4O)(O)=O)(O)=O)[C@@H](O)[C@H]3O)C=2N=1.S[CH2:51][C@H:52]([C@@H:54]([CH2:56]S)O)O.C([O-])=O>C(O)C(N)(CO)CO.[Cl-].[Na+].O.C(OCC)(=O)C>[OH:43][C@H:42]([CH2:40][CH2:39][C:38]1[CH:37]=[CH:56][CH:54]=[CH:52][CH:51]=1)[C:1]([OH:3])=[O:2] |f:0.1,7.8.9|. Procedure: A solution of sodium 2-oxo-4-phenyl butanoate (200 mg, 10 mmol) and sodium formate (0.17 g, 2.5 mmol) in Tris buffer (5 mM; pH adjusted to 7.5 with 2M HCl), NADH (14 mg, 0.02 mM), dithiothreitol (5.0 μl of a 1M aqueous solution), formate dehydrogenase from yeast (Boehringer Mannheim, 10 mg, 5U) and R-lactate dehydrogenase isolated from Lacrobacillus delbrueckii ssp. Bulgaricus (16 mg, 250U see preparation below) were added successively to the solution at room temperature under nitrogen. The mixt... Starting materials: C(C)(C)(C)OC(=O)NC1(CCCCC1)C(=O)[O-] (1-[(tert-Butoxycarbonyl)amino]cyclohexancarboxylate), ON1N=NC2=C1C=CC=C2 (1-hydroxybenzotriazole), N1CCCC1 (pyrrolidine), Cl.C(C)N=C=NCCCN(C)C (1-ethyl-3-[3-(N,N-dimethylamino)propyl]carbodiimide hydrochloride). Run in C(Cl)Cl (methylene chloride). Product: N1(CCCC1)C(=O)C1(CCCCC1)NC(OC(C)(C)C)=O (tert-butyl [1-(pyrrolidin-1-ylcarbonyl)cyclohexyl]carbamate). RXN SMILES: [C:1]([O:5][C:6]([NH:8][C:9]1([C:15]([O-:17])=O)[CH2:14][CH2:13][CH2:12][CH2:11][CH2:10]1)=[O:7])([CH3:4])([CH3:3])[CH3:2].[NH:18]1[CH2:22][CH2:21][CH2:20][CH2:19]1.Cl.C(N=C=NCCCN(C)C)C.ON1C2C=CC=CC=2N=N1>C(Cl)Cl>[N:18]1([C:15]([C:9]2([NH:8][C:6](=[O:7])[O:5][C:1]([CH3:2])([CH3:3])[CH3:4])[CH2:10][CH2:11][CH2:12][CH2:13][CH2:14]2)=[O:17])[CH2:22][CH2:21][CH2:20][CH2:19]1 |f:2.3|. Procedure details: 1-[(tert-Butoxycarbonyl)amino]cyclohexancarboxylate, pyrrolidine, 1-ethyl-3-[3-(N,N-dimethylamino)propyl]carbodiimide hydrochloride and 1-hydroxybenzotriazole were allowed to undergo the reaction at room temperature in methylene chloride. By post-treating the reaction liquid, tert-butyl [1-(pyrrolidin-1-ylcarbonyl)cyclohexyl]carbamate was obtained. Reactants: ClC1=NC=C(C2=CC(=CC=C12)OC)OC (1-chloro-4,6-dimethoxyisoquinoline), [F-].[Cs+] (cesium fluoride). The solvent is O (water), CS(=O)C (DMSO). Run at temperature 145 celsius. The product is FC1=NC=C(C2=CC(=CC=C12)OC)OC (1-fluoro-4,6-dimethoxyisoquinoline). The yield is 20.1%. RXN SMILES: Cl[C:2]1[C:11]2[C:6](=[CH:7][C:8]([O:12][CH3:13])=[CH:9][CH:10]=2)[C:5]([O:14][CH3:15])=[CH:4][N:3]=1.[F-:16].[Cs+]>CS(C)=O.O>[F:16][C:2]1[C:11]2[C:6](=[CH:7][C:8]([O:12][CH3:13])=[CH:9][CH:10]=2)[C:5]([O:14][CH3:15])=[CH:4][N:3]=1 |f:1.2|. Reported procedure: To a solution of 1-chloro-4,6-dimethoxyisoquinoline (1.5 g, 6.71 mmol) in DMSO (15 ml) was added cesium fluoride (4 g, 26.8 mmol) at room temperature. The reaction vessel (Pressure tube) was sealed and heated at 145° C. for 18 h. The reaction mass was diluted with water and extracted with ethyl acetate. The combined organic layer was dried over anhydrous Na2SO4 and evaporated under reduced pressure to get crude compound. The crude compound was purified by silica gel chromatography to get desired...